describe an organic reaction: reactants, conditions, products, and yield From a dataset of the Open Reaction Database (ORD), a public repository of structured organic reaction records. The reactants are BrC=1C(=CC2=C(C=3N(CCO2)C(=C(N3)C(=O)O)C(C3=CC(=CC=C3)C(F)(F)F)O)C1)F (10-bromo-9-fluoro-3-(hydroxy(3-(trifluoromethyl)phenyl)methyl)-5,6-dihydrobenzo[f]imidazo[1,2-d][1,4]oxazepine-2-carboxylic acid), BrC=1C(=CC2=C(C=3N(CCO2)C(=C(N3)C(=O)OC)C(C3=C(N=CS3)C)O)C1)F (Methyl 10-bromo-9-fluoro-3-[hydroxy-(4-methylthiazol-5-yl)methyl]-5,6-dihydroimidazo[1,2-d][1,4]benzoxazepine-2-carboxylate), [OH-].[Li+] (lithium hydroxide). Product: BrC=1C(=CC2=C(C=3N(CCO2)C(=C(N3)C(=O)O)C(C3=C(N=CS3)C)O)C1)F ((±)-10-bromo-9-fluoro-3-[hydroxy-(4-methylthiazol-5-yl)methyl]-5,6-dihydroimidazo[1,2-d][1,4]benzoxazepine-2-carboxylic acid). As a reaction SMILES: BrC1C(F)=CC2OCCN3C(C(O)C4C=CC=C(C(F)(F)F)C=4)=C(C(O)=O)N=C3C=2C=1.[Br:32][C:33]1[C:34]([F:59])=[CH:35][C:36]2[O:42][CH2:41][CH2:40][N:39]3[C:43]([CH:50]([OH:57])[C:51]4[S:55][CH:54]=[N:53][C:52]=4[CH3:56])=[C:44]([C:46]([O:48]C)=[O:47])[N:45]=[C:38]3[C:37]=2[CH:58]=1.[OH-].[Li+]>>[Br:32][C:33]1[C:34]([F:59])=[CH:35][C:36]2[O:42][CH2:41][CH2:40][N:39]3[C:43]([CH:50]([OH:57])[C:51]4[S:55][CH:54]=[N:53][C:52]=4[CH3:56])=[C:44]([C:46]([OH:48])=[O:47])[N:45]=[C:38]3[C:37]=2[CH:58]=1 |f:2.3|. Procedure: 10-bromo-9-fluoro-3-[hydroxy-(4-methylthiazol-5-yl)methyl]-5,6-dihydroimidazo[1,2-d][1,4]benzoxazepine-2-carboxylic acid was prepared similarly according to the procedure for the synthesis of 10-bromo-9-fluoro-3-(hydroxy(3-(trifluoromethyl)phenyl)methyl)-5,6-dihydrobenzo[f]imidazo[1,2-d][1,4]oxazepine-2-carboxylic acid. Methyl 10-bromo-9-fluoro-3-[hydroxy-(4-methylthiazol-5-yl)methyl]-5,6-dihydroimidazo[1,2-d][1,4]benzoxazepine-2-carboxylate was reacted with lithium hydroxide to the crude title ... The reactants are Cl (HCl), [H-].[Na+] (sodium hydride), FC=1C=C(C(=O)C=2C(NC=CC2)=O)C=C(C1)F (3-(3,5-difluorobenzoyl)pyridin-2(1H)-one), ICC (iodoethane). Solvent: CN(C=O)C (dimethylformamide). Run at temperature 0 celsius, time 10 minute. Product: FC=1C=C(C(=O)C=2C(N(C=CC2)CC)=O)C=C(C1)F (3-(3,5-difluorobenzoyl)-1-ethylpyridin-2(1H)-one). The yield is 44.9%. Reaction SMILES: [H-].[Na+].[F:3][C:4]1[CH:5]=[C:6]([CH:16]=[C:17]([F:19])[CH:18]=1)[C:7]([C:9]1[C:10](=[O:15])[NH:11][CH:12]=[CH:13][CH:14]=1)=[O:8].I[CH2:21][CH3:22].Cl>CN(C)C=O>[F:19][C:17]1[CH:16]=[C:6]([CH:5]=[C:4]([F:3])[CH:18]=1)[C:7]([C:9]1[C:10](=[O:15])[N:11]([CH2:21][CH3:22])[CH:12]=[CH:13][CH:14]=1)=[O:8] |f:0.1|. Procedure: 187 mg (4.68 mmol) of sodium hydride 60% dispersion in oil is added to 0.44 g (1.87 mmol) of 3-(3,5-difluorobenzoyl)pyridin-2(1H)-one dissolved in 15 ml of anhydrous dimethylformamide at 0° C. 379 mg (2.43 mmol) of iodoethane is added to this mixture. The reaction mixture is stirred at 0° C. for 10 minutes and then for 1 hour at room temperature. 1 N HCl solution is added and then the product is extracted several times with ethyl acetate. The organic phases are combined, washed with saturated so...